From a dataset of the Open Reaction Database (ORD), a public repository of structured organic reaction records. describe an organic reaction: reactants, conditions, products, and yield The reactants are C(C)(C)(C)OC(NCC1CN(CC1)C(CC(C1=CC=CC=C1)C1=CC=CC=C1)=O)=O (1-(3,3-Diphenyl-propionyl)-pyrrolidin-3-ylmethy-carbamic acid tert-butyl ester), C(=O)(C(F)(F)F)O (TFA). The solvent is C(Cl)Cl (CH2Cl2). Conditions: time 2 hour. The product is NCC1CN(CC1)C(CC(C1=CC=CC=C1)C1=CC=CC=C1)=O (1-(3-Aminomethyl-pyrrolidin-1-yl)-3,3-diphenyl-propan-1-one). Reaction SMILES: C(OC(=O)[NH:7][CH2:8][CH:9]1[CH2:13][CH2:12][N:11]([C:14](=[O:29])[CH2:15][CH:16]([C:23]2[CH:28]=[CH:27][CH:26]=[CH:25][CH:24]=2)[C:17]2[CH:22]=[CH:21][CH:20]=[CH:19][CH:18]=2)[CH2:10]1)(C)(C)C.C(O)(C(F)(F)F)=O>C(Cl)Cl>[NH2:7][CH2:8][CH:9]1[CH2:13][CH2:12][N:11]([C:14](=[O:29])[CH2:15][CH:16]([C:17]2[CH:18]=[CH:19][CH:20]=[CH:21][CH:22]=2)[C:23]2[CH:24]=[CH:25][CH:26]=[CH:27][CH:28]=2)[CH2:10]1. Reported procedure: [1-(3,3-Diphenyl-propionyl)-pyrrolidin-3-ylmethy-carbamic acid tert-butyl ester (1.04 g, 2.54 mmol) was dissolved in dry CH2Cl2 (15 ml) followed by addition of TFA (10 ml). The resulting solution was stirred at room temperature for 2 hours. The solution was concentrated under reduced pressure. The resulting residue was dissolved in water (15 ml) and pH of the solution was adjusted to 10. The water phase was extracted with CH2Cl2 (100 ml), and dried over magnesium sulfate. The solvent was evapora...